Dataset: the Open Reaction Database (ORD), a public repository of structured organic reaction records. Task: describe an organic reaction: reactants, conditions, products, and yield Reactants: N(=O)[O-].[Na+] (sodium nitrite), NC1=CC=CC=C1 (aniline), Cl (hydrochloric acid), [Cl-].C1(=CC=CC=C1)[N+]#N (phenyldiazonium chloride), O1C(C=CC=C1)=O (pyrone), [OH-].[Na+] (sodium hydroxide). Run in O (water), O (water). The product is C1(=CC=CC=C1)N1N=C(C(C=C1C)=O)C(=O)O (1-Phenyl-1,4-dihydro-4-oxo-6-methylpyridazine-3-carboxylic acid). Reaction SMILES: N[C:2]1C=CC=CC=1.Cl.N([O-])=O.[Na+].[Cl-].[C:14]1([N+:20]#[N:21])[CH:19]=[CH:18][CH:17]=[CH:16][CH:15]=1.[O:22]1[CH:27]=[CH:26][CH:25]=[CH:24][C:23]1=[O:28].[OH-:29].[Na+]>O>[C:14]1([N:20]2[C:27]([CH3:2])=[CH:26][C:25](=[O:29])[C:24]([C:23]([OH:22])=[O:28])=[N:21]2)[CH:19]=[CH:18][CH:17]=[CH:16][CH:15]=1 |f:2.3,4.5,7.8|. Procedure: In a separate flask; 9.08 g of aniline is mixed with 37.5 ml of concentrated hydrochloric acid and 47 ml of water. The resulting solution is maintained at about 5° to 10° and a solution of 7.13 g of sodium nitrite in 24 ml of water is added. The resulting solution of phenyldiazonium chloride is added dropwise to the stirred pyrone solution, while maintaining a temperature of about 5° to 10°. The pH is maintained at about 8 to 9 by the addition of small amounts of sodium hydroxide solution. The reactants are BrB(Br)Br, ClCCl, COCCNC(=O)CNc1nc(-c2ccc(F)cc2C)c2ccc(=O)n(-c3c(F)cccc3F)c2n1, O. Product: Cc1cc(F)ccc1-c1nc(NCC(=O)NCCO)nc2c1ccc(=O)n2-c1c(F)cccc1F. As a reaction SMILES: [B:37]([Br:38])([Br:39])[Br:40].[Cl:42][CH2:43][Cl:44].[F:1][c:2]1[c:3](-[n:9]2[c:10](=[O:36])[cH:11][cH:12][c:13]3[c:14]2[n:15][c:16]([NH:27][CH2:28][C:29](=[O:30])[NH:31][CH2:32][CH2:33][O:34][CH3:35])[n:17][c:18]3-[c:19]2[c:20]([CH3:26])[cH:21][c:22]([F:25])[cH:23][cH:24]2)[c:4]([F:8])[cH:5][cH:6][cH:7]1.[OH2:41]>>[F:1][c:2]1[c:3](-[n:9]2[c:10](=[O:36])[cH:11][cH:12][c:13]3[c:14]2[n:15][c:16]([NH:27][CH2:28][C:29](=[O:30])[NH:31][CH2:32][CH2:33][OH:34])[n:17][c:18]3-[c:19]2[c:20]([CH3:26])[cH:21][c:22]([F:25])[cH:23][cH:24]2)[c:4]([F:8])[cH:5][cH:6][cH:7]1. RXN SMILES: [CH3:41][c:42]1[cH:43][cH:44][cH:45][cH:46][cH:47]1.[CH3:48][OH:49].[Cl:11][CH2:12][CH2:13][N:14]([P:15]([O:16][CH2:17][CH2:18][O:19][S:20]([c:21]1[cH:22][cH:23][c:24]([Br:25])[cH:26][cH:27]1)(=[O:28])=[O:29])(=[O:30])[N:31]([CH2:32][CH2:33][Cl:34])[CH2:35][CH2:36][Cl:37])[CH2:38][CH2:39][Cl:40].[Na+:2].[OH-:1].[c:3]1([CH2:9][SH:10])[cH:4][cH:5][cH:6][cH:7][cH:8]1>>[c:3]1([CH2:9][S:10][CH2:18][CH2:17][O:16][P:15]([N:14]([CH2:13][CH2:12][Cl:11])[CH2:38][CH2:39][Cl:40])(=[O:30])[N:31]([CH2:32][CH2:33][Cl:34])[CH2:35][CH2:36][Cl:37])[cH:4][cH:5][cH:6][cH:7][cH:8]1. The product is O=P(OCCSCc1ccccc1)(N(CCCl)CCCl)N(CCCl)CCCl. Starting materials: Cc1ccccc1, CO, O=P(OCCOS(=O)(=O)c1ccc(Br)cc1)(N(CCCl)CCCl)N(CCCl)CCCl, [Na+], [OH-], SCc1ccccc1. The reactants are C1(CC1)COC1=C(C(=CC=C1)F)F (1-(cyclopropylmethoxy)-2,3-difluorobenzene), CCCCCC.C(CCC)[Li] (n-butyllithium hexane), C(O)([O-])=O.[Na+] (sodium hydrogen carbonate), C(=O)=O (dry ice). Run in C1CCOC1 (THF). Conditions: time 1 hour. Product: C1(CC1)COC1=C(C(=C(C(=O)O)C=C1)F)F (4-(cyclopropylmethoxy)-2,3-difluorobenzoic Acid). Reaction SMILES: [CH:1]1([CH2:4][O:5][C:6]2[CH:11]=[CH:10][CH:9]=[C:8]([F:12])[C:7]=2[F:13])[CH2:3][CH2:2]1.CCCCCC.C([Li])CCC.[C:25](=[O:27])=[O:26].C(=O)([O-])O.[Na+]>C1COCC1>[CH:1]1([CH2:4][O:5][C:6]2[CH:11]=[CH:10][C:9]([C:25]([OH:27])=[O:26])=[C:8]([F:12])[C:7]=2[F:13])[CH2:2][CH2:3]1 |f:1.2,4.5|. Procedure: To a solution of 1-(cyclopropylmethoxy)-2,3-difluorobenzene (19.0 g) in THF (200 mL) was added 1.6 M n-butyllithium hexane solution (64.5 mL) at −78° C., and the mixture was stirred at the same temperature for 1 hr. To the reaction mixture was added dry ice, and the mixture was allowed to warm to room temperature, and stirred for 15 min. To the reaction mixture was added saturated aqueous sodium hydrogen carbonate solution, and the aqueous layer was washed with diethyl ether, and acidified with ... The reactants are NC1(C2=CC(=C(C=C2OC2=NC=C(C=C21)Cl)F)Br)COCC#N (2-((5-amino-7-bromo-3-chloro-8-fluoro-5H-chromeno[2,3-b]pyridin-5-yl)methoxy)acetonitrile), C[Al](C)C (trimethylaluminum). Run in CC1CCCO1 (2-MeTHF). Conditions: temperature 80 celsius, time 10 minute. Product: BrC=1C=C2C(=CC1F)OC1=NC=C(C=C1C21COCC(=N1)N)Cl (7-bromo-3-chloro-8-fluoro-2′,6′-dihydrospiro[chromeno[2,3-b]pyridine-5,3′-[1,4]oxazin]-5′-amine). Isolated yield 31.0%. As a reaction SMILES: [NH2:1][C:2]1([CH2:19][O:20][CH2:21][C:22]#[N:23])[C:15]2[C:10](=[N:11][CH:12]=[C:13]([Cl:16])[CH:14]=2)[O:9][C:8]2[C:3]1=[CH:4][C:5]([Br:18])=[C:6]([F:17])[CH:7]=2.C[Al](C)C>CC1OCCC1>[Br:18][C:5]1[CH:4]=[C:3]2[C:2]3([N:1]=[C:22]([NH2:23])[CH2:21][O:20][CH2:19]3)[C:15]3[C:10](=[N:11][CH:12]=[C:13]([Cl:16])[CH:14]=3)[O:9][C:8]2=[CH:7][C:6]=1[F:17]. Procedure details: To a solution of 2-((5-amino-7-bromo-3-chloro-8-fluoro-5H-chromeno[2,3-b]pyridin-5-yl)methoxy)acetonitrile (1.363 g, 3.42 mmol) in 10 mL 2-MeTHF under nitrogen atmosphere was added trimethylaluminum [2N in heptane (3.42 mL, 6.84 mmol)]. After stirring for 10 minutes, the reaction mixture was heated to 80° C. overnight. The reaction mixture was then allowed to cool to RT, and quenched with MeOH. Saturated Rochelle's salt solution was added, and the reaction mixture was vigorously stirred for an a... Reactants: [N+](=O)([O-])C1=C(C=CC=C1)OC(C(F)(F)F)F (2-nitrotetrafluoroethoxybenzene), [N+](=O)([O-])C1=CC=C(C=C1)OC(C(F)(F)F)F (4-nitrotetrafluoroethoxybenzene). Solvent: S(O)(O)(=O)=O (sulfuric acid), [N+](=O)(O)[O-] (nitric acid), S(O)(O)(=O)=O (sulfuric acid). Run at time 8 hour. The product is dinitro, [N+](=O)([O-])C1=C(C=CC(=C1)[N+](=O)[O-])OC(C(F)(F)F)F (2,4-dinitrotetrafluoroethoxybenzene). As a reaction SMILES: [N+:1]([C:4]1[CH:9]=[CH:8][CH:7]=[CH:6][C:5]=1[O:10][CH:11]([F:16])[C:12]([F:15])([F:14])[F:13])([O-:3])=[O:2].[N+:17](C1C=CC(OC(F)C(F)(F)F)=CC=1)([O-:19])=[O:18]>S(=O)(=O)(O)O.[N+]([O-])(O)=O>[N+:1]([C:4]1[CH:9]=[C:8]([N+:17]([O-:19])=[O:18])[CH:7]=[CH:6][C:5]=1[O:10][CH:11]([F:16])[C:12]([F:14])([F:15])[F:13])([O-:3])=[O:2]. Procedure: 6 g (0.025 moles) of 2-nitrotetrafluoroethoxybenzene or 4-nitrotetrafluoroethoxybenzene are dissolved in 20 ml concentrated sulfuric acid (density, d=1.84 g/ml) and nitrated at 5°-10° C. with a mixture of 1.2 ml nitric acid (d=1.5 g/ml) and 5 ml sulfuric acid (d=1.84 g/ml). After the addition of the nitrating acid, the aforesaid preparation is allowed to heat at room temperature. The preparation, after being left to stand overnight, is then poured onto ice water. The precipitated oil is separate... The reactants are C1(=CC=CC=C1)S(=O)(=O)NC1=C(C2=C(S1)CCCC2)C(=O)OCC (ethyl 2-benzenesulphonylamino-4,5,6,7-tetrahydro-benzo[b]thiophene-3-carboxylate), C1(=CC=CC=C1)S(=O)(=O)Cl (benzenesulphonyl chloride), NC=1SC(=C(C1C(=O)OC)C(C)C)CC (methyl 2-amino-5-ethyl-4-isopropylthiophene-3-carboxylate), NC=1SC(=C(C1C(=O)OC)C(C)C)CC (methyl 2-amino-5-ethyl-4-isopropylthiophene-3-carboxylate). Product: C1(=CC=CC=C1)S(=O)(=O)NC=1SC(=C(C1C(=O)OC)C(C)C)CC (Methyl 2-benzenesulphonylamino-5-ethyl-4-isopropylthiophene-3-carboxylate). As a reaction SMILES: [C:1]1([S:7]([NH:10][C:11]2[S:15][C:14]3[CH2:16][CH2:17][CH2:18][CH2:19][C:13]=3[C:12]=2[C:20]([O:22][CH2:23]C)=[O:21])(=[O:9])=[O:8])[CH:6]=[CH:5][CH:4]=[CH:3][CH:2]=1.N[C:26]1SC(CC)=C(C(C)C)C=1C(OC)=O.C1(S(Cl)(=O)=O)C=CC=CC=1>>[C:1]1([S:7]([NH:10][C:11]2[S:15][C:14]([CH2:16][CH3:17])=[C:13]([CH:19]([CH3:26])[CH3:18])[C:12]=2[C:20]([O:22][CH3:23])=[O:21])(=[O:8])=[O:9])[CH:2]=[CH:3][CH:4]=[CH:5][CH:6]=1. Procedure details: Prepared by proceeding in a similar manner to Intermediate 1, starting from methyl 2-amino-5-ethyl-4-isopropylthiophene-3-carboxylate (Intermediate 25) and benzenesulphonyl chloride Yields the product O=C(O)Cc1ccc(OCCOC2CCCCO2)c2ccoc12. Starting materials: CCOC(=O)Cc1ccc(OCCOC2CCCCO2)c2ccoc12, CN(C)C=O, CCOC(C)=O. RXN SMILES: [CH2:1]([CH3:2])[O:3][C:4]([CH2:5][c:6]1[cH:7][cH:8][c:9]([O:15][CH2:16][CH2:17][O:18][CH:19]2[O:20][CH2:21][CH2:22][CH2:23][CH2:24]2)[c:10]2[cH:11][cH:12][o:13][c:14]12)=[O:25].[CH3:26][N:27]([CH3:28])[CH:29]=[O:30].[CH3:31][CH2:32][O:33][C:34](=[O:35])[CH3:36]>>[O:3]=[C:4]([CH2:5][c:6]1[cH:7][cH:8][c:9]([O:15][CH2:16][CH2:17][O:18][CH:19]2[O:20][CH2:21][CH2:22][CH2:23][CH2:24]2)[c:10]2[cH:11][cH:12][o:13][c:14]12)[OH:25]. The reactants are CCC[N+](N)(CCC)CCC, CCCN(CCC)CCC, [Cl-]. Yields the product CCCN(CCC)CCC, NN. As a reaction SMILES: [CH2:2]([N+:5]([CH2:3][CH2:4][CH3:7])([NH2:6])[CH2:8][CH2:9][CH3:10])[CH2:11][CH3:12].[CH3:13][CH2:14][CH2:15][N:16]([CH2:17][CH2:18][CH3:19])[CH2:20][CH2:21][CH3:22].[Cl-:1]>>[CH3:13][CH2:14][CH2:15][N:16]([CH2:17][CH2:18][CH3:19])[CH2:20][CH2:21][CH3:22].[NH2:5][NH2:6].